Task: describe an organic reaction: reactants, conditions, products, and yield. Dataset: the Open Reaction Database (ORD), a public repository of structured organic reaction records The reactants are O=P(Cl)(Cl)Cl (POCl3), C1(=CC=CC=C1)COC=1C=2N(C=CC1)C=CN2 (8-(phenylmethoxy)imidazo[1,2-a]pyridine), CN(C)C=O (DMF), [OH-].[Na+] (NaOH). Conditions: temperature 10 celsius. Yields the product C(=O)C1=CN=C2N1C=CC=C2OCC2=CC=CC=C2 (3-formyl-8-(phenylmethoxy)imidazo[1,2-a]pyridine). Reaction SMILES: [C:1]1([CH2:7][O:8][C:9]2[C:10]3[N:11]([CH:15]=[CH:16][N:17]=3)[CH:12]=[CH:13][CH:14]=2)[CH:6]=[CH:5][CH:4]=[CH:3][CH:2]=1.O=P(Cl)(Cl)Cl.[OH-].[Na+].CN([CH:28]=[O:29])C>>[CH:28]([C:15]1[N:11]2[CH:12]=[CH:13][CH:14]=[C:9]([O:8][CH2:7][C:1]3[CH:2]=[CH:3][CH:4]=[CH:5][CH:6]=3)[C:10]2=[N:17][CH:16]=1)=[O:29] |f:2.3|. Reported procedure: A mixture of 10 g of 8-(phenylmethoxy)imidazo[1,2-a]pyridine prepared in Example 13 and 31 ml of DMF is cooled to 10° C. 4.7 ml of POCl3 are added dropwise. The mixture is allowed to return to room temperature and then heated at 100° C. for 30 min. After cooling, 85 ml of H20 and 16 ml of NaOH (50%) are added. The mixture is heated at 90° C. for 1 h and then allowed to cool. The solid obtained is filtered off and then washed with water until the pH of the mother liquors is neutral. This gives 8.... Reactants: NC(C(=O)O)(CC1=CN=CN1)C=C (2-amino-2-vinyl-3-(5-imidazolyl)propionic acid), Cl (HCl), CO (methanol). Run at temperature 25 celsius, time 8 hour. The product is Cl.COC(C(CC1=CN=CN1)(C=C)N)=O (2-amino-2-vinyl-3-(5-imidazolyl)propionic acid methyl ester hydrochloride). Reaction SMILES: [NH2:1][C:2]([CH:12]=[CH2:13])([CH2:6][C:7]1[NH:11][CH:10]=[N:9][CH:8]=1)[C:3]([OH:5])=[O:4].[ClH:14].[CH3:15]O>>[ClH:14].[CH3:15][O:4][C:3](=[O:5])[C:2]([NH2:1])([CH:12]=[CH2:13])[CH2:6][C:7]1[NH:11][CH:10]=[N:9][CH:8]=1 |f:3.4|. Procedure details: A suspension of 1.81 g (0.01 mole) of 2-amino-2-vinyl-3-(5-imidazolyl)propionic acid in 50 ml of methanol saturated with anhydrous HCl is stirred overnight at 25° C. then evaporated to give 2-amino-2-vinyl-3-(5-imidazolyl)propionic acid methyl ester hydrochloride. The ester hydrochloride is suspended in 50 ml of methylene chloride and treated with 2.8 g (0.02 mole) of benzoyl chloride followed by treatment with 3.6 g (0.035 mole) of triethylamine. The mixture is stirred for 24 hours at 25° C., t... The reactants are CC1=CN=CC(=N1)C1=CC2=C(C=N1)C=NN2 (6-(6-methylpyrazin-2-yl)-1H-pyrazolo[4,3-c]pyridine), BrC1=CC=C(C(=N1)F)CO ((6-bromo-2-fluoro-3-pyridyl)methanol), C([O-])([O-])=O.[K+].[K+] (potassium carbonate), CNCCNC (N,N′-Dimethylethylenediamine). The reagents and catalysts are [Cu]I (copper(I) iodide). Run in O1CCOCC1 (1,4-Dioxane). Run at temperature 105 celsius. The product is FC1=NC(=CC=C1CO)N1N=CC=2C=NC(=CC21)C2=NC(=CN=C2)C ([2-fluoro-6-[6-(6-methylpyrazin-2-yl)pyrazolo[4,3-c]pyridin-1-yl]-3-pyridyl]methanol). Yield: 11.8%. As a reaction SMILES: [CH3:1][C:2]1[N:7]=[C:6]([C:8]2[N:13]=[CH:12][C:11]3[CH:14]=[N:15][NH:16][C:10]=3[CH:9]=2)[CH:5]=[N:4][CH:3]=1.Br[C:18]1[N:23]=[C:22]([F:24])[C:21]([CH2:25][OH:26])=[CH:20][CH:19]=1.C(=O)([O-])[O-].[K+].[K+].CNCCNC>O1CCOCC1.[Cu]I>[F:24][C:22]1[C:21]([CH2:25][OH:26])=[CH:20][CH:19]=[C:18]([N:16]2[C:10]3[CH:9]=[C:8]([C:6]4[CH:5]=[N:4][CH:3]=[C:2]([CH3:1])[N:7]=4)[N:13]=[CH:12][C:11]=3[CH:14]=[N:15]2)[N:23]=1 |f:2.3.4|. Procedure details: A mixture of 6-(6-methylpyrazin-2-yl)-1H-pyrazolo[4,3-c]pyridine (2.000 mmol; 422.4 mg), (6-bromo-2-fluoro-3-pyridyl)methanol (2.400 mmol; 494.4 mg), potassium carbonate (4.000 mmol; 552.8 mg), copper(I) iodide (2.000 mmol; 380.9 mg), and N,N′-Dimethylethylenediamine (0.2000 mmol; 17.81 mg; 0.0217 mL) in 1,4-Dioxane (15 mL) was purged with Argon then sealed in a pressure tube and heated at 105° C. overnight. The mixture was cooled to room temperature and filtered through Celite. The filtrate was...